From a dataset of the Open Reaction Database (ORD), a public repository of structured organic reaction records. describe an organic reaction: reactants, conditions, products, and yield The reactants are C1=CN(C=N1)C(=O)N2C=CN=C2 (CDI), O1CCC(CC1)C(=O)O (tetrahydropyran-4-yl-carboxylic acid), solution, ClC1=C(O[C@@H]2C[C@H](C2)CNC)C=CC(=C1CN1CCCC1)Cl (({trans-3-[2,4-Dichloro-3-(pyrrolidin-1-ylmethyl)phenoxy]cyclobutyl}methyl)methylamine). The solvent is C1CCOC1 (THF), C1CCOC1 (THF). Reaction conditions: time 30 minute. Yields the product Cl.ClC1=C(O[C@@H]2C[C@H](C2)CN(C(=O)C2CCOCC2)C)C=CC(=C1CN1CCCC1)Cl (N-({trans-3-[2,4-dichloro-3-(pyrrolidin-1-ylmethyl)phenoxy]cyclobutyl}methyl)-N-methyltetrahydro-2H-pyran-4-carboxamide hydrochloride). The yield is 171.0%. Reaction SMILES: C1N=CN(C(N2C=NC=C2)=O)C=1.[O:13]1[CH2:18][CH2:17][CH:16]([C:19]([OH:21])=O)[CH2:15][CH2:14]1.[Cl:22][C:23]1[C:36]([CH2:37][N:38]2[CH2:42][CH2:41][CH2:40][CH2:39]2)=[C:35]([Cl:43])[CH:34]=[CH:33][C:24]=1[O:25][C@H:26]1[CH2:29][C@H:28]([CH2:30][NH:31][CH3:32])[CH2:27]1>C1COCC1>[ClH:22].[Cl:22][C:23]1[C:36]([CH2:37][N:38]2[CH2:42][CH2:41][CH2:40][CH2:39]2)=[C:35]([Cl:43])[CH:34]=[CH:33][C:24]=1[O:25][C@H:26]1[CH2:29][C@H:28]([CH2:30][N:31]([CH3:32])[C:19]([CH:16]2[CH2:15][CH2:14][O:13][CH2:18][CH2:17]2)=[O:21])[CH2:27]1 |f:4.5|. Procedure: CDI (227 mg, 1.40 mmol) was added to a solution of tetrahydropyran-4-yl-carboxylic acid (CAS 5337-03-1, 182 mg, 1.40 mmol) in THF (3 mL). The mixture was stirred for 30 min, and a solution of Example 377, ({trans-3-[2,4-Dichloro-3-(pyrrolidin-1-ylmethyl)phenoxy]cyclobutyl}methyl)methylamine (400 mg, 1.165 mmol) in THF (1 mL) was added. The reaction mixture was stirred for 16 h at room temperature and evaporated. CHCl3 (5 mL), a saturated solution of K2CO3 (0.5 mL), and water (0.5 mL) were added ... Starting materials: C=CC(=O)Nc1ccccn1, O=C(O)c1cccnc1Cl. Product: O=C(O)c1cccnc1. As a reaction SMILES: [C:1]([NH:2][c:3]1[cH:4][cH:5][cH:6][cH:7][n:8]1)(=[O:9])[CH:10]=[CH2:11].[Cl:12][c:13]1[c:14]([C:15](=[O:16])[OH:17])[cH:18][cH:19][cH:20][n:21]1>>[cH:13]1[c:14]([C:15](=[O:16])[OH:17])[cH:18][cH:19][cH:20][n:21]1. Product: CC(CC)OC1=CC=C(OCCNC(OCC)=O)C=C1 (ethyl N-{2-[4-(1-methylpropoxy)phenoxy]ethyl}carbamate), compound 13. Run at time 1.5 hour. Procedure: To pre-washed sodium hydride (0.106 g, 4.4 mmol) in 5 ml of tetrahydrofuran (THF) and 5 ml of DMF at RT is added ethyl N-{2-(4-hydroxyphenoxy]ethyl}carbamate (1.0 g, 4.4 mmol) in 5 ml of THF. The mixture is stirred at RT for 1.5 hours and is then cooled to -5°. 1-Methylpropyl bromide (0.72 g, 5.3 mmol) in 2 ml of THF is added to the mixture, followed by addition of 5 ml of DMF. The reaction mixture is allowed to warm slowly to RT, and is then heated at 60° for 18 hours. The reaction is cooled to... Starting materials: [H-].[Na+] (sodium hydride), OC1=CC=C(OCCNC(OCC)=O)C=C1 (ethyl N-{2-(4-hydroxyphenoxy]ethyl}carbamate), O (water), CC(CC)Br (1-Methylpropyl bromide). Reaction SMILES: [H-].[Na+].[OH:3][C:4]1[CH:18]=[CH:17][C:7]([O:8][CH2:9][CH2:10][NH:11][C:12](=[O:16])[O:13][CH2:14][CH3:15])=[CH:6][CH:5]=1.[CH3:19][CH:20](Br)[CH2:21][CH3:22].O>O1CCCC1.CN(C=O)C>[CH3:19][CH:20]([O:3][C:4]1[CH:5]=[CH:6][C:7]([O:8][CH2:9][CH2:10][NH:11][C:12](=[O:16])[O:13][CH2:14][CH3:15])=[CH:17][CH:18]=1)[CH2:21][CH3:22] |f:0.1|. Run in O1CCCC1 (tetrahydrofuran), CN(C)C=O (DMF), CN(C)C=O (DMF), O1CCCC1 (THF), O1CCCC1 (THF). The reactants are C=1C=CC2=C(C1)C(=O)CCO2 (chromanone), C=O (paraformaldehyde), N1CCCCC1 (piperidine). Solvent: C(C)O (ethanol). Product: CC1(OC2=CC=C(C=C2C(C1=C)=O)C#N)C (2,2-dimethyl-3-methylene-6-cyano-4-chromanone). RXN SMILES: C1C=[CH:3][C:4]2[O:11][CH2:10][CH2:9][C:7](=[O:8])[C:5]=2[CH:6]=1.[CH2:12]=O.[NH:14]1[CH2:19][CH2:18][CH2:17][CH2:16][CH2:15]1>C(O)C>[CH3:12][C:4]1([CH3:3])[C:5](=[CH2:6])[C:7](=[O:8])[C:9]2[C:15](=[CH:16][CH:17]=[C:18]([C:19]#[N:14])[CH:10]=2)[O:11]1. Procedure: A solution of 24 g of the chromanone, 12 g of paraformaldehyde and 24 ml of piperidine in 300 ml of ethanol is heated at 70° for 3 hours and evaporated. The residue is taken up in dichloromethane/petroleum ether 1:1, the mixture is filtered through silica gel and evaporated, and 2,2-dimethyl-3-methylene-6-cyano-4-chromanone is obtained as an unstable oil. Run in O1CCCC1 (tetrahydrofuran), C(C)O (ethanol). Procedure details: 4.400 g of 1-O-hexadecyl-2-O-(3-isoxazolyl)-3-O-triphenylmethyl-sn-glycerol described in Preparation 4 was dissolved in a mixture of 10 ml of tetrahydrofuran and 90 ml of ethanol and the solution was placed in a Paar apparatus and then shaken in the presence of 4.40 g of 10% w/w palladium-on-carbon in an atmosphere of hydrogen at 4 times atmospheric pressure for 49 hours. After removing the catalyst by filtration, 0.635 g of potassium carbonate was added to the reaction mixture, and the mixture ... Reagents/catalysts: [Pd] (palladium-on-carbon). The yield is 84.7%. RXN SMILES: [CH2:1]([O:17][CH2:18][C@H:19]([CH2:26][O:27][C:28]([C:41]1[CH:46]=[CH:45][CH:44]=[CH:43][CH:42]=1)([C:35]1[CH:40]=[CH:39][CH:38]=[CH:37][CH:36]=1)[C:29]1[CH:34]=[CH:33][CH:32]=[CH:31][CH:30]=1)[O:20]C1C=CON=1)[CH2:2][CH2:3][CH2:4][CH2:5][CH2:6][CH2:7][CH2:8][CH2:9][CH2:10][CH2:11][CH2:12][CH2:13][CH2:14][CH2:15][CH3:16].[H][H]>O1CCCC1.C(O)C.[Pd]>[CH2:1]([O:17][CH2:18][C@H:19]([CH2:26][O:27][C:28]([C:41]1[CH:42]=[CH:43][CH:44]=[CH:45][CH:46]=1)([C:35]1[CH:36]=[CH:37][CH:38]=[CH:39][CH:40]=1)[C:29]1[CH:34]=[CH:33][CH:32]=[CH:31][CH:30]=1)[OH:20])[CH2:2][CH2:3][CH2:4][CH2:5][CH2:6][CH2:7][CH2:8][CH2:9][CH2:10][CH2:11][CH2:12][CH2:13][CH2:14][CH2:15][CH3:16]. Conditions: time 30 minute. Reactants: C(CCCCCCCCCCCCCCC)OC[C@@H](OC1=NOC=C1)COC(C1=CC=CC=C1)(C1=CC=CC=C1)C1=CC=CC=C1 (1-O-hexadecyl-2-O-(3-isoxazolyl)-3-O-triphenylmethyl-sn-glycerol), [H][H] (hydrogen). Product: C(CCCCCCCCCCCCCCC)OC[C@@H](O)COC(C1=CC=CC=C1)(C1=CC=CC=C1)C1=CC=CC=C1 (1-O-hexadecyl-3-O-triphenylmethyl-sn-glycerol). Starting materials: Cc1cccc([Mg]Br)c1 (effective_coupling_partner), COc2ccc1CCCCc1c2 (substrate). The reagents and catalysts are PCy3. Reaction conditions: temperature 65 celsius, time 15 hour. Product: Cc3cccc(c2ccc1CCCCc1c2)c3. The reactants are peptide, C(=O)(OC(C)(C)C)C(CNCC(=O)OCC)N (ethyl N-[2-Boc-aminoethyl]glycinate), N1C(=O)NC(=O)C=C1 (uracil), IC=1C(NC(N(C1)CC(=O)O)=O)=O (5-iodouracil-1-acetic acid). Yields the product IC=1C(NC(NC1)=O)=O (5-iodouracil). Reaction SMILES: N1C=CC(=O)NC1=O.[I:9][C:10]1[C:11](=[O:21])[NH:12][C:13](=[O:20])[N:14](CC(O)=O)[CH:15]=1.C(C(N)CNCC(OCC)=O)(OC(C)(C)C)=O>>[I:9][C:10]1[C:11](=[O:21])[NH:12][C:13](=[O:20])[NH:14][CH:15]=1. Procedure: The PNA trimer can be synthesized manually or in an automated peptide synthesizer. The synthesis of universal base PNA monomer has been reported in the literature129,130 The modified uracil PNA monomer may be synthesized starting from 5-iodouracil-1-acetic acid.131 The starting material reacts with ethyl N-[2-Boc-aminoethyl]glycinate, providing a 5-iodouracil PNA monomer that can be converted into the desired product through the Sonogashira coupling132 with 3-benzoylthio-1-propyne followed by tr... Reactants: CO, [Na+], [OH-], CCOC(=O)CCCCCCCc1nc(-c2ccccn2)no1. Product: O=C(O)CCCCCCCc1nc(-c2ccccn2)no1. RXN SMILES: [CH3:26][OH:27].[Na+:2].[OH-:1].[n:3]1[c:4](-[c:9]2[n:10][o:11][c:12]([CH2:14][CH2:15][CH2:16][CH2:17][CH2:18][CH2:19][CH2:20][C:21](=[O:22])[O:23][CH2:24][CH3:25])[n:13]2)[cH:5][cH:6][cH:7][cH:8]1>>[n:3]1[c:4](-[c:9]2[n:10][o:11][c:12]([CH2:14][CH2:15][CH2:16][CH2:17][CH2:18][CH2:19][CH2:20][C:21](=[O:22])[OH:23])[n:13]2)[cH:5][cH:6][cH:7][cH:8]1. Reactants: [OH-].[K+] (potassium hydroxide), CC1=C(C=C(C=C1)C)C1C(CC(CC1=O)(C)C)=O (2-(2',5'-dimethylphenyl)-5,5-dimethyl-1,3-cyclohexanedione), 1.20, C(C)C(C(=O)Cl)CCCC (2-ethylhexanoyl chloride). Reagents/catalysts: C1CCC2C(C1)OCCOCCOC3CCCCC3OCCOCCO2 (dicyclohexyl-18-crown-6-ether). Solvent: CCOCC (ether), C1=CC=CC=C1 (benzene). Run at time 30 minute. Yields the product C(C)C(C(=O)OC1=C(C(CC(C1)(C)C)=O)C1=C(C=CC(=C1)C)C)CCCC (3-(2-ethylhexanoyloxy)-5,5-dimethyl-2-(2',5'-dimethylphenyl)-2-cyclohexenone). The yield is 92.0%. Reaction SMILES: [CH3:1][C:2]1[CH:7]=[CH:6][C:5]([CH3:8])=[CH:4][C:3]=1[CH:9]1[C:14](=[O:15])[CH2:13][C:12]([CH3:17])([CH3:16])[CH2:11][C:10]1=[O:18].[OH-].[K+].[CH2:21]([CH:23]([CH2:27][CH2:28][CH2:29][CH3:30])[C:24](Cl)=[O:25])[CH3:22]>C1C=CC=CC=1.C1CC2OCCOCCOC3C(OCCOCCOC2CC1)CCCC3.CCOCC>[CH2:21]([CH:23]([CH2:27][CH2:28][CH2:29][CH3:30])[C:24]([O:18][C:10]1[CH2:11][C:12]([CH3:16])([CH3:17])[CH2:13][C:14](=[O:15])[C:9]=1[C:3]1[CH:4]=[C:5]([CH3:8])[CH:6]=[CH:7][C:2]=1[CH3:1])=[O:25])[CH3:22] |f:1.2|. Procedure details: A suspension of 1.50 g (6.14 mmol) of 2-(2',5'-dimethylphenyl)-5,5-dimethyl-1,3-cyclohexanedione in 15 ml of dry benzene was prepared and 0.49 g (7.37 mmol) of 85% powered potassium hydroxide was added, followed by 1 drop of dicyclohexyl-18-crown-6-ether. After stirring for 30 minutes, 1.20 (7.37 mmol) of 2-ethylhexanoyl chloride was added, and the reaction mixture refluxed for 12 hrs. The reaction mixture was cooled to room temperature, taken up in 150 ml ether and 50 ml of water, washed three ... The product is O=C(NC1=C(F)C(F)=C(C(F)=C1F)C(F)(F)F)C(CB2OC(C)(C)C(O2)(C)C)(CC=3C=CC=CC3)CC. The reagents and catalysts are O=C(O)C, [K].O=C(O)O, N=1C(OC)=CC(OC)=C2C=CC=CC12, O1B(OC(C)(C)C1(C)C)B2OC(C)(C)C(O2)(C)C, [B-](F)(F)(F)F.CC[N+](CC)(CC)CC, [Pd].O=C(O)C. The solvent is N#CC. The yield is 65.0%. Reactants: O=C(NC1=C(F)C(F)=C(C(F)=C1F)C(F)(F)F)C(C)(CC=2C=CC=CC2)CC. Run at temperature 80 celsius, time 15 hour.